Dataset: the Open Reaction Database (ORD), a public repository of structured organic reaction records. Task: describe an organic reaction: reactants, conditions, products, and yield Reactants: C(C)(C)(C)OC(=O)N(CC(=O)O)C (2-(tert-butoxycarbonyl(methyl)amino)acetic acid), ClC=1C=C(C=CC1)NCCC#N (3-(3-chlorophenylamino)propanenitrile), C1CCC(CC1)N=C=NC2CCCCC2 (DCC). The reagents and catalysts are CN(C)C=1C=CN=CC1 (DMAP). Run in C(Cl)Cl (CH2Cl2). Reaction conditions: time 24 hour. Yields the product ClC=1C=C(C=CC1)N(C(CN(C(OC(C)(C)C)=O)C)=O)CCC#N (tert-butyl 2-((3-chlorophenyl)(2-cyanoethyl)amino)-2-oxoethyl(methyl)carbamate). Yield: 60.9%. As a reaction SMILES: [C:1]([O:5][C:6]([N:8]([CH3:13])[CH2:9][C:10]([OH:12])=O)=[O:7])([CH3:4])([CH3:3])[CH3:2].[Cl:14][C:15]1[CH:16]=[C:17]([NH:21][CH2:22][CH2:23][C:24]#[N:25])[CH:18]=[CH:19][CH:20]=1.C1CCC(N=C=NC2CCCCC2)CC1>C(Cl)Cl.CN(C1C=CN=CC=1)C>[Cl:14][C:15]1[CH:16]=[C:17]([N:21]([CH2:22][CH2:23][C:24]#[N:25])[C:10](=[O:12])[CH2:9][N:8]([CH3:13])[C:6](=[O:7])[O:5][C:1]([CH3:2])([CH3:3])[CH3:4])[CH:18]=[CH:19][CH:20]=1. Procedure: To a solution of 2-(tert-butoxycarbonyl(methyl)amino)acetic acid (1.05 g, 0.0056 mol) in CH2Cl2 at 0° C. under argon atmosphere was added DMAP (0.021 g), 3-(3-chlorophenylamino)propanenitrile (1 g, 0.0056 mol) and DCC (1.27 g, 0.0061 mol). The reaction mixture was allowed to stir at room temperature for 24 h. The resulting suspension was filtered, the filtrate concentrated under reduced pressure and the crude residue was subjected to silica gel chromatography to give the tert-butyl 2-((3-chlorop... The product is COC1=CC=C(CN(C2=NC=C(C=N2)C=2C3=C(N=C(N2)N2CCOCC2)N(CC3)C3=C(C=C(C(=O)NC2=CC=NC=C2)C=C3)C)CC3=CC=C(C=C3)OC)C=C1 (4-(4-{2-[bis-(4-methoxy-benzyl)-amino]-pyrimidin-5-yl}-2-morpholin-4-yl-5,6-dihydro-pyrrolo[2,3-d]pyrimidin-7-yl)-3-methyl-N-pyridin-4-yl-benzamide). Procedure details: Using bis-(4-methoxy-benzyl)-[5-(2-morpholin-4-yl-6,7-dihydro-5H-pyrrolo[2,3-d]pyrimidin-4-yl)-pyrimidin-2-yl]-amine (50 mg) and 4-bromo-3-methyl-N-pyridin-4-yl-benzamide (41 mg) instead of 4-chloropicolinic acid t-butylamide, in the same manner as Example 1-D-07, a crude product of 4-(4-{2-[bis-(4-methoxy-benzyl)-amino]-pyrimidin-5-yl}-2-morpholin-4-yl-5,6-dihydro-pyrrolo[2,3-d]pyrimidin-7-yl)-3-methyl-N-pyridin-4-yl-benzamide was obtained, and then the PMB groups were removed according to the ... Reactants: COC1=CC=C(CN(C2=NC=C(C=N2)C=2C3=C(N=C(N2)N2CCOCC2)NCC3)CC3=CC=C(C=C3)OC)C=C1 (bis-(4-methoxy-benzyl)-[5-(2-morpholin-4-yl-6,7-dihydro-5H-pyrrolo[2,3-d]pyrimidin-4-yl)-pyrimidin-2-yl]-amine), BrC1=C(C=C(C(=O)NC2=CC=NC=C2)C=C1)C (4-bromo-3-methyl-N-pyridin-4-yl-benzamide). As a reaction SMILES: [CH3:1][O:2][C:3]1[CH:40]=[CH:39][C:6]([CH2:7][N:8]([CH2:30][C:31]2[CH:36]=[CH:35][C:34]([O:37][CH3:38])=[CH:33][CH:32]=2)[C:9]2[N:14]=[CH:13][C:12]([C:15]3[C:16]4[CH2:29][CH2:28][NH:27][C:17]=4[N:18]=[C:19]([N:21]4[CH2:26][CH2:25][O:24][CH2:23][CH2:22]4)[N:20]=3)=[CH:11][N:10]=2)=[CH:5][CH:4]=1.Br[C:42]1[CH:56]=[CH:55][C:45]([C:46]([NH:48][C:49]2[CH:54]=[CH:53][N:52]=[CH:51][CH:50]=2)=[O:47])=[CH:44][C:43]=1[CH3:57]>>[CH3:38][O:37][C:34]1[CH:33]=[CH:32][C:31]([CH2:30][N:8]([CH2:7][C:6]2[CH:5]=[CH:4][C:3]([O:2][CH3:1])=[CH:40][CH:39]=2)[C:9]2[N:10]=[CH:11][C:12]([C:15]3[C:16]4[CH2:29][CH2:28][N:27]([C:42]5[CH:56]=[CH:55][C:45]([C:46]([NH:48][C:49]6[CH:54]=[CH:53][N:52]=[CH:51][CH:50]=6)=[O:47])=[CH:44][C:43]=5[CH3:57])[C:17]=4[N:18]=[C:19]([N:21]4[CH2:26][CH2:25][O:24][CH2:23][CH2:22]4)[N:20]=3)=[CH:13][N:14]=2)=[CH:36][CH:35]=1. Reaction SMILES: C([NH:5][S:6]([C:9]1[C:10]([CH:38]([F:40])[F:39])=[N:11][CH:12]=[C:13]([C:15]2[N:20]=[C:19]([NH:21][CH2:22][C:23]3[CH:28]=[CH:27][CH:26]=[CH:25][N:24]=3)[C:18]3=[C:29]([C:32]4[CH:37]=[CH:36][CH:35]=[CH:34][CH:33]=4)[CH:30]=[CH:31][N:17]3[N:16]=2)[CH:14]=1)(=[O:8])=[O:7])(C)(C)C.C(O)(C(F)(F)F)=O>C(Cl)Cl>[F:40][CH:38]([F:39])[C:10]1[C:9]([S:6]([NH2:5])(=[O:7])=[O:8])=[CH:14][C:13]([C:15]2[N:20]=[C:19]([NH:21][CH2:22][C:23]3[CH:28]=[CH:27][CH:26]=[CH:25][N:24]=3)[C:18]3=[C:29]([C:32]4[CH:33]=[CH:34][CH:35]=[CH:36][CH:37]=4)[CH:30]=[CH:31][N:17]3[N:16]=2)=[CH:12][N:11]=1. Procedure: N-(tert-Butyl)-2-(difluoromethyl)-5-(5-phenyl-4-((pyridin-2-ylmethyl)amino) pyrrolo[2,1-f][1,2,4]triazin-2-yl)pyridine-3-sulfonamide (0.520 g, 0.923 mmol) was dissolved in CH2Cl2 (4 mL). Then TFA (1.0 0 mL, 13.0 mmol) was added and stirred at RT for 16 h. The volatile components were removed under reduced pressure and the resulting residue was diluted with 10% NaHCO3 (25 mL). The reaction mixture was extracted with EtOAc (2×25 mL). The combined organic extracts were dried over anhydrous Na2SO4, ... The reactants are C(C)(C)(C)NS(=O)(=O)C=1C(=NC=C(C1)C1=NN2C(C(=N1)NCC1=NC=CC=C1)=C(C=C2)C2=CC=CC=C2)C(F)F (N-(tert-Butyl)-2-(difluoromethyl)-5-(5-phenyl-4-((pyridin-2-ylmethyl)amino) pyrrolo[2,1-f][1,2,4]triazin-2-yl)pyridine-3-sulfonamide), C(=O)(C(F)(F)F)O (TFA). Product: FC(C1=NC=C(C=C1S(=O)(=O)N)C1=NN2C(C(=N1)NCC1=NC=CC=C1)=C(C=C2)C2=CC=CC=C2)F (2-(difluoromethyl)-5-(5-phenyl-4-((pyridin-2-ylmethyl)amino)pyrrolo[2,1-f][1,2,4]triazin-2-yl)pyridine-3-sulfonamide). The yield is 29.9%. Run in C(Cl)Cl (CH2Cl2). Reaction conditions: time 16 hour. Starting materials: C(C)(=O)OC1=CC2=C(SC=C2C(=O)O)C=C1 (5-Acetoxybenzo[b]thiophene-3-carboxylic acid), S(=O)(Cl)Cl (thionyl chloride). The reagents and catalysts are CN(C=O)C (dimethylformamide). The solvent is C1(=CC=CC=C1)C (toluene). The product is C(C)(=O)OC1=CC2=C(SC=C2C(=O)Cl)C=C1 (5-Acetoxybenzo[b]thiophene-3-carbonyl chloride). Reaction SMILES: [C:1]([O:4][C:5]1[CH:16]=[CH:15][C:8]2[S:9][CH:10]=[C:11]([C:12](O)=[O:13])[C:7]=2[CH:6]=1)(=[O:3])[CH3:2].S(Cl)([Cl:19])=O>CN(C)C=O.C1(C)C=CC=CC=1>[C:1]([O:4][C:5]1[CH:16]=[CH:15][C:8]2[S:9][CH:10]=[C:11]([C:12]([Cl:19])=[O:13])[C:7]=2[CH:6]=1)(=[O:3])[CH3:2]. Procedure details: 5-Acetoxybenzo[b]thiophene-3-carboxylic acid (12) (1,349 mg) prepared above was refluxed for 1.5 hours with dimethylformamide (1 drop), thionyl chloride (1.22 ml) and toluene (25 ml). The solvent was removed under reduced pressure to provide 1,454 mg of the title compound (13). Starting materials: CCCCCC (n-hexane), BrC1=C(C(=C(C(=O)O)C=C1F)F)OC (4-bromo-2,5-difluoro-3-methoxybenzoic acid), [N+](=O)(O)[O-] (nitric acid), C(C)OCC (diethyl ether), ice water. Solvent: S(O)(O)(=O)=O (sulfuric acid). Run at time 1 hour. Yields the product BrC1=C(C(=C(C(=O)O)C(=C1F)[N+](=O)[O-])F)OC (4-bromo-2,5-difluoro-3-methoxy-6-nitrobenzoic acid). As a reaction SMILES: [Br:1][C:2]1[C:10]([F:11])=[CH:9][C:5]([C:6]([OH:8])=[O:7])=[C:4]([F:12])[C:3]=1[O:13][CH3:14].[N+:15]([O-])([OH:17])=[O:16].C(OCC)C.CCCCCC>S(=O)(=O)(O)O>[Br:1][C:2]1[C:10]([F:11])=[C:9]([N+:15]([O-:17])=[O:16])[C:5]([C:6]([OH:8])=[O:7])=[C:4]([F:12])[C:3]=1[O:13][CH3:14]. Procedure: In 8 ml of sulfuric acid was dissolved 2.0 g of 4-bromo-2,5-difluoro-3-methoxybenzoic acid, and 4 ml of nitric acid was dropwise added to the solution with ice-cooling, after which the resulting mixture was stirred at room temperature for one hour. The reaction mixture was added to a mixed solvent of 50 ml of diethyl ether and 50 ml of ice water, and the organic layer formed was separated, washed with a saturated saline solution and then dried over anhydrous magnesium sulfate. The solvent was th... The reactants are S(=O)(Cl)Cl (thionyl chloride), Cl.Cl.CC1=C(C(=CC=C1)C)NCC(C)NCCO (1-(2,6-dimethylphenyl-amino)-2-(2hydroxyethylamino)-propane dihydrochloride). Solvent: C1(=CC=CC=C1)C (toluene). Reaction conditions: temperature 80 celsius, time 3 hour. Product: Cl.Cl.CC1=C(C(=CC=C1)C)NCC(C)NCCCl (1-(2,6-dimethylphenyl-amino)-2-(2-chloro-ethylamino)-propane dihydrochloride). Yield: 92.0%. RXN SMILES: S(Cl)([Cl:3])=O.[ClH:5].Cl.[CH3:7][C:8]1[CH:13]=[CH:12][CH:11]=[C:10]([CH3:14])[C:9]=1[NH:15][CH2:16][CH:17]([NH:19][CH2:20][CH2:21]O)[CH3:18]>C1(C)C=CC=CC=1>[ClH:3].[ClH:5].[CH3:7][C:8]1[CH:13]=[CH:12][CH:11]=[C:10]([CH3:14])[C:9]=1[NH:15][CH2:16][CH:17]([NH:19][CH2:20][CH2:21][Cl:5])[CH3:18] |f:1.2.3,5.6.7|. Procedure: 4 ml of thionyl chloride are added to a suspension of 10.0 g (35.1 mmoles) of 1-(2,6-dimethylphenyl-amino)-2-(2hydroxyethylamino)-propane dihydrochloride, prepared as des ribed in Example 49, in 100 ml of dry toluene, and the mixture is stirred at 80° C. for 3 hours and then at 100° C. for one hour. The mixture is cooled, the separated precipitate is filtered off, washed with toluene and dried. 10.1 g (92%) of 1-(2,6-dimethylphenyl-amino)-2-(2-chloro-ethylamino)-propane dihydrochloride are obtai...